Task: describe an organic reaction: reactants, conditions, products, and yield. Dataset: the Open Reaction Database (ORD), a public repository of structured organic reaction records Reactants: ClC(CC(OC1=CC=C(C(=O)O)C=C1)C)C (4-(3'-chloro-1'-methylbutoxy)benzoic acid), C(#N)C1=CC=C(C=C1)O (4-cyanophenol), C1(CCCCC1)N=C=NC1CCCCC1 (dicyclohexylcarbodiimide). The solvent is C(Cl)Cl (methylene chloride). The product is C(#N)C1=CC=C(C=C1)OC(C1=CC=C(C=C1)O[C@H](C[C@H](C)Cl)C)=O ((S,S)-4-(3'-CHLORO-1'-METHYL-BUTOXY)BENZOIC ACID-4CYANOPHENYL ESTER). RXN SMILES: [Cl:1][CH:2]([CH3:16])[CH2:3][CH:4]([CH3:15])[O:5][C:6]1[CH:14]=[CH:13][C:9]([C:10]([OH:12])=[O:11])=[CH:8][CH:7]=1.[C:17]([C:19]1[CH:24]=[CH:23][C:22](O)=[CH:21][CH:20]=1)#[N:18].C1(N=C=NC2CCCCC2)CCCCC1>C(Cl)Cl>[C:17]([C:19]1[CH:24]=[CH:23][C:22]([O:11][C:10](=[O:12])[C:9]2[CH:13]=[CH:14][C:6]([O:5][C@@H:4]([CH3:15])[CH2:3][C@@H:2]([Cl:1])[CH3:16])=[CH:7][CH:8]=2)=[CH:21][CH:20]=1)#[N:18]. Procedure: 1.00 g of 4-(3'-chloro-1'-methylbutoxy)benzoic acid, 0.50 g of 4-cyanophenol, 0.93 g of dicyclohexylcarbodiimide, 0.10 g of 4-pyrrolydinopyridine and 10 ml of methylene chloride were stirred together at room temperature for five hours. The dicyclohexyl urea thus precipitated was filtered and the filtrate was desolvated. The crude product thus obtained was purified by silica gel column chromatography with the use of a mixture of ethyl acetate and n-hexane (1:4) as a developing solvent to thereby ... Reactants: C1CCOC1 (THF), C(CCCCCCC)[Mg]Br (octyl magnesium bromide), BrC=1C=CC(=NC1)C1=CC=C(C=C1)OC (5-Bromo-2-(4'-methoxyphenyl)-pyridine). The reagents and catalysts are Cl[Ni]1([P](CCC[P](C2=CC=CC=C2)1C3=CC=CC=C3)(C4=CC=CC=C4)C5=CC=CC=C5)Cl (dichloro[1,3-bis (diphenylphosphino)propane]nickle(II)). The solvent is O (water). Yields the product C(CCCCCCC)C=1C=CC(=NC1)C1=CC=C(C=C1)OC (5-Octyl-2-(4'-methoxyphenyl)-pyridine). Reaction SMILES: Br[C:2]1[CH:3]=[CH:4][C:5]([C:8]2[CH:13]=[CH:12][C:11]([O:14][CH3:15])=[CH:10][CH:9]=2)=[N:6][CH:7]=1.C1COCC1.[CH2:21]([Mg]Br)[CH2:22][CH2:23][CH2:24][CH2:25][CH2:26][CH2:27][CH3:28]>Cl[Ni]1(Cl)[P](C2C=CC=CC=2)(C2C=CC=CC=2)CCC[P]1(C1C=CC=CC=1)C1C=CC=CC=1.O>[CH2:21]([C:2]1[CH:3]=[CH:4][C:5]([C:8]2[CH:13]=[CH:12][C:11]([O:14][CH3:15])=[CH:10][CH:9]=2)=[N:6][CH:7]=1)[CH2:22][CH2:23][CH2:24][CH2:25][CH2:26][CH2:27][CH3:28] |^1:33,49|. Procedure: To a flask containing 13A (1 g) and dichloro[1,3-bis (diphenylphosphino)propane]nickle(II) (15 mg, prepared as in Kumada et al., Org. Syn. Coll. Vol. VI, p 407) is added THF (11 ml) and octyl magnesium bromide (2M, 2.74 ml). The solution is refluxed for 16 hrs, then poured into water and extracted three times with ethyl acetate. The combined organic layers are washed with brine and dried over sodium sulfate, and the solvent is removed in vacuo. Starting materials: CCN=C=NCCCN(C)C, CN(C)c1ccncc1, COc1cccc(C=Cc2nc3sccn3c2C(=O)O)c1OCC1CC1, ClCCl, Cl, Nc1ccc(OC(F)(F)F)cc1, CN(C)C=O. The product is COc1cccc(C=Cc2nc3sccn3c2C(=O)Nc2ccc(OC(F)(F)F)cc2)c1OCC1CC1. RXN SMILES: [CH3:39][CH2:40][N:41]=[C:42]=[N:43][CH2:44][CH2:45][CH2:46][N:47]([CH3:48])[CH3:49].[CH3:51][N:52]([c:53]1[cH:54][cH:55][n:56][cH:57][cH:58]1)[CH3:59].[CH:1]1([CH2:4][O:5][c:6]2[c:7]([CH:14]=[CH:15][c:16]3[n:17][c:18]4[s:19][cH:20][cH:21][n:22]4[c:23]3[C:24](=[O:25])[OH:26])[cH:8][cH:9][cH:10][c:11]2[O:12][CH3:13])[CH2:2][CH2:3]1.[Cl:60][CH2:61][Cl:62].[ClH:50].[F:27][C:28]([O:29][c:30]1[cH:31][cH:32][c:33]([NH2:34])[cH:35][cH:36]1)([F:37])[F:38].[O:63]=[CH:64][N:65]([CH3:66])[CH3:67]>>[CH:1]1([CH2:4][O:5][c:6]2[c:7]([CH:14]=[CH:15][c:16]3[n:17][c:18]4[s:19][cH:20][cH:21][n:22]4[c:23]3[C:24](=[O:26])[NH:34][c:33]3[cH:32][cH:31][c:30]([O:29][C:28]([F:27])([F:37])[F:38])[cH:36][cH:35]3)[cH:8][cH:9][cH:10][c:11]2[O:12][CH3:13])[CH2:2][CH2:3]1. Starting materials: CCC(=O)O, O=[N+]([O-])O, O=c1cc[nH]c2ccsc12. Yields the product O=c1c([N+](=O)[O-])c[nH]c2ccsc12. Reaction SMILES: [CH3:15][CH2:16][C:17](=[O:18])[OH:19].[OH:11][N+:12]([O-:13])=[O:14].[s:1]1[cH:2][cH:3][c:4]2[nH:5][cH:6][cH:7][c:8](=[O:10])[c:9]12>>[s:1]1[cH:2][cH:3][c:4]2[nH:5][cH:6][c:7]([N+:12](=[O:11])[O-:13])[c:8](=[O:10])[c:9]12. The reactants are COC(=O)C=1C=C2C=CN(C2=CC1)C (1-methyl-1H-indole-5-carboxylic acid methyl ester), O1CCOCC1 (dioxane), [N+](=O)([O-])C1=CC=C(CBr)C=C1 (4-nitro-benzyl bromide), Ag2O, [N+](=O)([O-])C1=CC=C(CBr)C=C1 (4-nitro-benzyl bromide). Procedure details: A solution of 1-methyl-1H-indole-5-carboxylic acid methyl ester (0.38 g, 2.0 mmol), prepared using procedures as described in Example 1, Ag2O (0.51 g, 2.2 mmol), 4-nitro-benzyl bromide (0.48 g, 2.2 mmol) and dioxane (6 mL) was heated to reflux for 25 hr, then more 4-nitro-benzyl bromide (0.48 g, 2.2 mmol) was added and the solution was heated at reflux an additional 4 days. After cooling to room temperature, the reaction mixture was diluted with ether (50 mL) and ethyl acetate (50 mL), washed wi... Yield: 58.6%. The solvent is CCOCC (ether), C(C)(=O)OCC (ethyl acetate). Yields the product COC(=O)C=1C=C2C(=CN(C2=CC1)C)CC1=CC=C(C=C1)[N+](=O)[O-] (1-methyl-3-(4-nitro-phenylmethyl)-1H-indole-5-carboxylic acid methyl ester). Reaction SMILES: [CH3:1][O:2][C:3]([C:5]1[CH:6]=[C:7]2[C:11](=[CH:12][CH:13]=1)[N:10]([CH3:14])[CH:9]=[CH:8]2)=[O:4].[N+:15]([C:18]1[CH:25]=[CH:24][C:21]([CH2:22]Br)=[CH:20][CH:19]=1)([O-:17])=[O:16].O1CCOCC1>CCOCC.C(OCC)(=O)C>[CH3:1][O:2][C:3]([C:5]1[CH:6]=[C:7]2[C:11](=[CH:12][CH:13]=1)[N:10]([CH3:14])[CH:9]=[C:8]2[CH2:22][C:21]1[CH:24]=[CH:25][C:18]([N+:15]([O-:17])=[O:16])=[CH:19][CH:20]=1)=[O:4]. Reactants: ClC1=C(C(=O)OCC2=CC(=CC=C2)Cl)C=C(C=C1)OCC1=CC(=CC=C1)Cl ((3-chlorophenyl)methyl 2-chloro-5-{[(3-chlorophenyl)methyl]oxy}benzoate), [OH-].[Li+] (lithium hydroxide). The solvent is O1CCOCC1 (dioxane), O (water). Run at time 2 hour. Yields the product ClC1=C(C(=O)O)C=C(C=C1)OCC1=CC(=CC=C1)Cl (2-Chloro-5-{[(3-chlorophenyl)methyl]oxy}benzoic Acid). Isolated yield 87.8%. RXN SMILES: [Cl:1][C:2]1[CH:18]=[CH:17][C:16]([O:19][CH2:20][C:21]2[CH:26]=[CH:25][CH:24]=[C:23]([Cl:27])[CH:22]=2)=[CH:15][C:3]=1[C:4]([O:6]CC1C=CC=C(Cl)C=1)=[O:5].[OH-].[Li+]>O1CCOCC1.O>[Cl:1][C:2]1[CH:18]=[CH:17][C:16]([O:19][CH2:20][C:21]2[CH:26]=[CH:25][CH:24]=[C:23]([Cl:27])[CH:22]=2)=[CH:15][C:3]=1[C:4]([OH:6])=[O:5] |f:1.2|. Procedure details: A solution of (3-chlorophenyl)methyl 2-chloro-5-{[(3-chlorophenyl)methyl]oxy}benzoate (970 mg, 2.3 mmol) in dioxane (30 ml) and water (15 ml) was treated with lithium hydroxide (monohydrate) (145 mg, 3.5 mmol, 1.5 eq). The resulting mixture was stirred at room temperature for 2 hours. The solvent was then evaporated in vacuo, the residue take up into water (50 ml) and washed with ether (100 ml). The aqueous layer was then acidified with 2M HCl the extracted with ether (2×150 ml). Organic layers ...